This data is from the Open Reaction Database (ORD), a public repository of structured organic reaction records. The task is: describe an organic reaction: reactants, conditions, products, and yield Starting materials: C(C1=CC=CC=C1)(C1=CC=CC=C1)N1CC(C1)(O)C1=C(C=C(C=C1)C1=NOC(C1)(C(F)(F)F)C1=CC(=C(C(=C1)Cl)Cl)Cl)Br (1-benzhydryl-3-(2-bromo-4-(5-(3,4,5-trichlorophenyl)-5-(trifluoromethyl)-4,5-dihydroisoxazol-3-yl)phenyl)azetidin-3-ol), CN(C)C=O (DMF). The reagents and catalysts are C=1C=CC(=CC1)[P](C=2C=CC=CC2)(C=3C=CC=CC3)[Pd]([P](C=4C=CC=CC4)(C=5C=CC=CC5)C=6C=CC=CC6)([P](C=7C=CC=CC7)(C=8C=CC=CC8)C=9C=CC=CC9)[P](C=1C=CC=CC1)(C=1C=CC=CC1)C=1C=CC=CC1 (Pd(PPh3)4), [C-]#N.[C-]#N.[Zn+2] (Zn(CN)2). Run in O (water). Conditions: temperature 150 celsius. Product: C(C1=CC=CC=C1)(C1=CC=CC=C1)N1CC2(OC(C3=CC(=CC=C23)C2=NOC(C2)(C(F)(F)F)C2=CC(=C(C(=C2)Cl)Cl)Cl)=O)C1 (1-benzhydryl-5′-(5-(3,4,5-trichlorophenyl)-5-(trifluoromethyl)-4,5-dihydroisoxazol-3-yl)-3′H-spiro[azetidine-3,1′-isobenzofuran]-3′-one). Isolated yield 58.0%. Reaction SMILES: [CH:1]([N:14]1[CH2:17][C:16]([C:19]2[CH:24]=[CH:23][C:22]([C:25]3[CH2:29][C:28]([C:34]4[CH:39]=[C:38]([Cl:40])[C:37]([Cl:41])=[C:36]([Cl:42])[CH:35]=4)([C:30]([F:33])([F:32])[F:31])[O:27][N:26]=3)=[CH:21][C:20]=2Br)([OH:18])[CH2:15]1)([C:8]1[CH:13]=[CH:12][CH:11]=[CH:10][CH:9]=1)[C:2]1[CH:7]=[CH:6][CH:5]=[CH:4][CH:3]=1.CN([CH:47]=[O:48])C>O.[C-]#N.[C-]#N.[Zn+2].C1C=CC([P]([Pd]([P](C2C=CC=CC=2)(C2C=CC=CC=2)C2C=CC=CC=2)([P](C2C=CC=CC=2)(C2C=CC=CC=2)C2C=CC=CC=2)[P](C2C=CC=CC=2)(C2C=CC=CC=2)C2C=CC=CC=2)(C2C=CC=CC=2)C2C=CC=CC=2)=CC=1>[CH:1]([N:14]1[CH2:17][C:16]2([C:19]3[C:20](=[CH:21][C:22]([C:25]4[CH2:29][C:28]([C:34]5[CH:39]=[C:38]([Cl:40])[C:37]([Cl:41])=[C:36]([Cl:42])[CH:35]=5)([C:30]([F:33])([F:32])[F:31])[O:27][N:26]=4)=[CH:23][CH:24]=3)[C:47](=[O:48])[O:18]2)[CH2:15]1)([C:8]1[CH:13]=[CH:12][CH:11]=[CH:10][CH:9]=1)[C:2]1[CH:7]=[CH:6][CH:5]=[CH:4][CH:3]=1 |f:3.4.5,^1:58,60,79,98|. Procedure details: To a solution of 1-benzhydryl-3-(2-bromo-4-(5-(3,4,5-trichlorophenyl)-5-(trifluoromethyl)-4,5-dihydroisoxazol-3-yl)phenyl)azetidin-3-ol (500 mg, 0.7 mmol) in DMF (12 mL) was added Zn(CN)2 (180 mg, 1.5 mmol) and the reaction was degassed with N2 purge. Pd(PPh3)4 (40 mg, 0.04 mmol) was added and the reaction mixture was heated at 150° C. for 15 minutes under microwave irradiation. The reaction mixture was diluted with water, extracted with EtOAc, dried, and concentrated under vacuum. The crude mat... Reactants: Cl (hydrochloric acid), CC1(OCCO1)CCCC12CCC(CC1)(CC2)C(=O)OC (Methyl 4-[3-(2-methyl-1,3-dioxolan-2-yl)propyl]bicyclo[2.2.2]octane-1-carboxylate), CO (methanol), [OH-].[K+] (potassium hydroxide). Run in O (water). The product is CC1(OCCO1)CCCC12CCC(CC1)(CC2)C(=O)O (4-[3-(2-methyl-1,3-dioxolan-2-yl)propyl]bicyclo[2.2.2]octane-1-carboxylic acid). As a reaction SMILES: [CH3:1][C:2]1([CH2:7][CH2:8][CH2:9][C:10]23[CH2:17][CH2:16][C:13]([C:18]([O:20]C)=[O:19])([CH2:14][CH2:15]2)[CH2:12][CH2:11]3)[O:6][CH2:5][CH2:4][O:3]1.CO.[OH-].[K+].Cl>O>[CH3:1][C:2]1([CH2:7][CH2:8][CH2:9][C:10]23[CH2:11][CH2:12][C:13]([C:18]([OH:20])=[O:19])([CH2:16][CH2:17]2)[CH2:14][CH2:15]3)[O:6][CH2:5][CH2:4][O:3]1 |f:2.3|. Reported procedure: Methyl 4-[3-(2-methyl-1,3-dioxolan-2-yl)propyl]bicyclo[2.2.2]octane-1-carboxylate (4-C) (1.0 g, 3.38 mmol) was stirred in a solution of 90% methanol and 10% water (50 mL). Excess potassium hydroxide (2.0 g) was added. The mixture was refluxed overnight. The cooled mixture was acidified with 1N hydrochloric acid (100 mL) and then washed twice with ethyl acetate (100 mL). The combined organic layers were dried (MgSO4). Ethyl acetate was removed in vacuo yielding pure 4-[3-(2-methyl-1,3-dioxolan-2-... Reactants: CC1=CN(C2=CC=C(C=C12)OCC1=CC=CC=C1)NC1=CC=NC=C1 (3-Methyl-5-phenylmethoxy-1-(4-pyridinylamino)-1H-indole), [H][H] (hydrogen). The reagents and catalysts are [Pd] (Pd-C). Solvent: C(C)O (ethanol). The product is CC1=CN(C2=CC=C(C=C12)O)NC1=CC=NC=C1 (3-Methyl-1-(4-pyridinylamino)-1H-indol-5-ol). As a reaction SMILES: [CH3:1][C:2]1[C:10]2[C:5](=[CH:6][CH:7]=[C:8]([O:11]CC3C=CC=CC=3)[CH:9]=2)[N:4]([NH:19][C:20]2[CH:25]=[CH:24][N:23]=[CH:22][CH:21]=2)[CH:3]=1.[H][H]>C(O)C.[Pd]>[CH3:1][C:2]1[C:10]2[C:5](=[CH:6][CH:7]=[C:8]([OH:11])[CH:9]=2)[N:4]([NH:19][C:20]2[CH:25]=[CH:24][N:23]=[CH:22][CH:21]=2)[CH:3]=1. Procedure: 3-Methyl-5-phenylmethoxy-1-(4-pyridinylamino)-1H-indole (2.20 g) was subjected to hydrogenolysis in absolute ethanol (80 ml) with 10% Pd-C (0.26 g) at 50 psig hydrogen at 50° C. for 2 hours. The catalyst was removed by filtration through a pad of celite and the solids washed with methanol. Concentration and recrystallization from methanol afforded 0.50 g of highly crystalline product, m.p. 239°-241° C. (dec.). Starting materials: C(C)OC(=O)C=1C=C(C=CC1)NC(=O)NC1=CC=C(C=C1)OC1=CC=NC2=CC(=C(C=C12)OC)OC (N-(3-Ethoxycarbonylphenyl)-N'-{4-[(6,7-dimethoxy-4-quinolyl)oxy]phenyl}urea), [OH-].[K+] (potassium hydroxide). The solvent is CO (methanol). Conditions: time 30 minute. Yields the product OC(=O)C=1C=C(C=CC1)NC(=O)NC1=CC=C(C=C1)OC1=CC=NC2=CC(=C(C=C12)OC)OC (N-(3-Hydroxycarbonylphenyl)-N'-{4-[(6,7-dimethoxy-4-quinolyl)oxy]phenyl}urea). The yield is 37.4%. Reaction SMILES: C([O:3][C:4]([C:6]1[CH:7]=[C:8]([NH:12][C:13]([NH:15][C:16]2[CH:21]=[CH:20][C:19]([O:22][C:23]3[C:32]4[C:27](=[CH:28][C:29]([O:35][CH3:36])=[C:30]([O:33][CH3:34])[CH:31]=4)[N:26]=[CH:25][CH:24]=3)=[CH:18][CH:17]=2)=[O:14])[CH:9]=[CH:10][CH:11]=1)=[O:5])C.[OH-].[K+]>CO>[OH:5][C:4]([C:6]1[CH:7]=[C:8]([NH:12][C:13]([NH:15][C:16]2[CH:17]=[CH:18][C:19]([O:22][C:23]3[C:32]4[C:27](=[CH:28][C:29]([O:35][CH3:36])=[C:30]([O:33][CH3:34])[CH:31]=4)[N:26]=[CH:25][CH:24]=3)=[CH:20][CH:21]=2)=[O:14])[CH:9]=[CH:10][CH:11]=1)=[O:3] |f:1.2|. Reported procedure: N-(3-Ethoxycarbonylphenyl)-N'-{4-[(6,7-dimethoxy-4-quinolyl)oxy]phenyl}urea (190 mg) obtained in Example 197 was dissolved in methanol (3 ml), 35% aqueous potassium hydroxide (5 ml) was added, and the admixture was stirred at room temperature for 30 minutes. After removing methanol by reduced-pressure distillation and neutralizing using dilute hydrochloric acid, the separated crystals were filtered to obtain 67 mg of the title compound (yield: 38%).